This data is from the Open Reaction Database (ORD), a public repository of structured organic reaction records. The task is: describe an organic reaction: reactants, conditions, products, and yield The reactants are ClC1=CC=C(OC(C(=O)OCC)(C(F)(F)F)C(F)(F)F)C=C1 (ethyl 2-(4-chlorophenoxy)-3,3,3-trifluoro-2-trifluoromethylpropionate), ester, C1(=CC=CC2=CC=CC=C12)OC(C(=O)OCC)(C(F)(F)F)C(F)(F)F (ethyl 2(1-naphthyloxy)-3,3,3-trifluoro-2-trifluoromethylpropionate), FC1=CC=C(OC(C(=O)OCC)(C(F)(F)F)C(F)(F)F)C=C1 (ethyl 2-(4-fluorophenoxy)-3,3,3-trifluoro-2-trifluoromethylpropionate), ClC1=CC=C(C=C1)C1=CC=C(OC(C(=O)OCC)(C(F)(F)F)C(F)(F)F)C=C1 (ethyl 2-[4-(4-chlorophenyl)phenoxy]-3,3,3-trifluoro2-trifluoromethylpropionate), [OH-].[K+] (potassium hydroxide), [OH-].[K+] (potassium hydroxide), C1(=CC=C(C=C1)OC(C(=O)OCC)(C(F)(F)F)C(F)(F)F)C1=CC=CC=C1 (ethyl 2-(4-biphenyloxy)-3,3,3-trifluoro-2-trifluoromethylpropionate), C1(=CC=CC2=CC=CC=C12)OC(C(=O)OCC)(C(F)(F)F)C(F)(F)F (ethyl 2-(1-naphthyloxy)-3,3,3-trifluoro-2-trifluoromethylpropionate). Product: FC1=CC=C(OC(C(=O)O)(C(F)(F)F)C(F)(F)F)C=C1 (2-(4-fluorophenoxy)-3,3,3-trifluoro-2-trifluoromethylpropionic acid), C1(=CC=CC2=CC=CC=C12)OC(C(=O)O)(C(F)(F)F)C(F)(F)F (2-(1-naphthyloxy)3,3,3-trifluoro-2-trifluoromethylpropionic acid), C1(=CC=C(C=C1)OC(C(=O)O)(C(F)(F)F)C(F)(F)F)C1=CC=CC=C1 (2-(4-biphenylyloxy)-3,3,3-trifluoro-2-trifluoromethylpropionic acid), ClC1=CC=C(C=C1)C1=CC=C(OC(C(=O)O)(C(F)(F)F)C(F)(F)F)C=C1 (2-[4-(4-chlorophenyl)phenoxy]-3,3,3-trifluoro-2-trifluoromethylpropionic acid). RXN SMILES: ClC1C=CC(OC(C(F)(F)F)(C(F)(F)F)C(OCC)=O)=CC=1.[F:23][C:24]1[CH:44]=[CH:43][C:27]([O:28][C:29]([C:39]([F:42])([F:41])[F:40])([C:35]([F:38])([F:37])[F:36])[C:30]([O:32]CC)=[O:31])=[CH:26][CH:25]=1.[C:45]1([O:55][C:56]([C:66]([F:69])([F:68])[F:67])([C:62]([F:65])([F:64])[F:63])[C:57]([O:59]CC)=[O:58])[C:54]2[C:49](=[CH:50][CH:51]=[CH:52][CH:53]=2)[CH:48]=[CH:47][CH:46]=1.[C:70]1([C:91]2[CH:96]=[CH:95][CH:94]=[CH:93][CH:92]=2)[CH:75]=[CH:74][C:73]([O:76][C:77]([C:87]([F:90])([F:89])[F:88])([C:83]([F:86])([F:85])[F:84])[C:78]([O:80]CC)=[O:79])=[CH:72][CH:71]=1.[Cl:97][C:98]1[CH:103]=[CH:102][C:101]([C:104]2[CH:124]=[CH:123][C:107]([O:108][C:109]([C:119]([F:122])([F:121])[F:120])([C:115]([F:118])([F:117])[F:116])[C:110]([O:112]CC)=[O:111])=[CH:106][CH:105]=2)=[CH:100][CH:99]=1.[OH-].[K+]>>[F:23][C:24]1[CH:25]=[CH:26][C:27]([O:28][C:29]([C:35]([F:36])([F:37])[F:38])([C:39]([F:42])([F:41])[F:40])[C:30]([OH:32])=[O:31])=[CH:43][CH:44]=1.[C:45]1([O:55][C:56]([C:62]([F:63])([F:64])[F:65])([C:66]([F:67])([F:69])[F:68])[C:57]([OH:59])=[O:58])[C:54]2[C:49](=[CH:50][CH:51]=[CH:52][CH:53]=2)[CH:48]=[CH:47][CH:46]=1.[C:70]1([C:91]2[CH:96]=[CH:95][CH:94]=[CH:93][CH:92]=2)[CH:71]=[CH:72][C:73]([O:76][C:77]([C:83]([F:84])([F:85])[F:86])([C:87]([F:89])([F:90])[F:88])[C:78]([OH:80])=[O:79])=[CH:74][CH:75]=1.[Cl:97][C:98]1[CH:99]=[CH:100][C:101]([C:104]2[CH:124]=[CH:123][C:107]([O:108][C:109]([C:115]([F:116])([F:117])[F:118])([C:119]([F:120])([F:121])[F:122])[C:110]([OH:112])=[O:111])=[CH:106][CH:105]=2)=[CH:102][CH:103]=1 |f:5.6|. Reported procedure: The above process is repeated except that the ethyl 2-(4-chlorophenoxy)-3,3,3-trifluoro-2-trifluoromethylpropionate is replaced by ethyl 2-(4-fluorophenoxy)-3,3,3-trifluoro-2-trifluoromethylpropionate (8.6 g.), ethyl 2-(1-naphthyloxy)-3,3,3-trifluoro-2-trifluoromethylpropionate (4.8 g.), ethyl 2-(4-biphenyloxy)-3,3,3-trifluoro-2-trifluoromethylpropionate (1.96 g.) or ethyl 2-[4-(4-chlorophenyl)phenoxy]-3,3,3-trifluoro2-trifluoromethylpropionate (3.35 g.) and the 19.2 ml. of 4.5N-aqueous potassiu... The reactants are C(C1=CC=CC=C1)OC(=O)N1C[C@@H]([C@H](CC1)C1=CC=CC=C1)O ((3R*,4R*)-1-benzyloxycarbonyl-3-hydroxy-4-phenylpiperidine). Reagents/catalysts: [Pd] (palladium on carbon). The solvent is CO (methanol). The product is O[C@H]1CNCC[C@@H]1C1=CC=CC=C1 ((3R*,4R*)-3-hydroxy-4-phenylpiperidine). Isolated yield 117.1%. As a reaction SMILES: C(OC([N:11]1[CH2:16][CH2:15][C@H:14]([C:17]2[CH:22]=[CH:21][CH:20]=[CH:19][CH:18]=2)[C@@H:13]([OH:23])[CH2:12]1)=O)C1C=CC=CC=1>CO.[Pd]>[OH:23][C@@H:13]1[C@@H:14]([C:17]2[CH:22]=[CH:21][CH:20]=[CH:19][CH:18]=2)[CH2:15][CH2:16][NH:11][CH2:12]1. Procedure details: A solution of (3R*,4R*)-1-benzyloxycarbonyl-3-hydroxy-4-phenylpiperidine (0.3 g) in methanol (30 mL) was treated with 10% palladium on carbon (0.03 g) and hydrogenated at atmospheric pressure for 2 hours. The reaction mixture was filtered through diatomaceous earth and evaporated to afford (3R*,4R*)-3-hydroxy-4-phenylpiperidine (0.2 g); MS: m/z=178(M+1); NMR: 1.44-1.58 (m, 2), 2.23-2.5 (m, 9), 4.36 (broad, 1), 7.13-7.29 (m, 5). The yield is 69.5%. As a reaction SMILES: [CH3:1][C:2]1[CH:7]=[CH:6][C:5]([S:8]([O:11][CH2:12][CH:13]2[CH2:17][C:16]3[CH:18]=[CH:19][CH:20]=[C:21](Br)[C:15]=3[O:14]2)(=[O:10])=[O:9])=[CH:4][CH:3]=1.[CH3:23][C:24]1[CH:29]=[CH:28][CH:27]=[CH:26][C:25]=1B(O)O.C(=O)([O-])[O-].[K+].[K+]>CC1C=CC=CC=1[P](C1C=CC=CC=1C)([Pd](Cl)(Cl)[P](C1=C(C)C=CC=C1)(C1C=CC=CC=1C)C1C=CC=CC=1C)C1C=CC=CC=1C>[CH3:1][C:2]1[CH:7]=[CH:6][C:5]([S:8]([O:11][CH2:12][CH:13]2[CH2:17][C:16]3[CH:18]=[CH:19][CH:20]=[C:21]([C:25]4[CH:26]=[CH:27][CH:28]=[CH:29][C:24]=4[CH3:23])[C:15]=3[O:14]2)(=[O:10])=[O:9])=[CH:4][CH:3]=1 |f:2.3.4,^1:45,56|. Yields the product CC1=CC=C(C=C1)S(=O)(=O)OCC1OC2=C(C1)C=CC=C2C2=C(C=CC=C2)C ((±)-[7-(2-methylphenyl)-2,3-dihydro-1-benzofuran-2-yl]methyl 4-methylbenzenesulfonate). The reactants are CC1=CC=C(C=C1)S(=O)(=O)OCC1OC2=C(C1)C=CC=C2Br ((±)-(7-bromo-2,3-dihydro-1-benzofuran-2-yl)methyl 4-methylbenzenesulfonate), Intermediate 37, CC1=C(C=CC=C1)B(O)O (2-methylphenyl boronic acid), C([O-])([O-])=O.[K+].[K+] (potassium carbonate). Reported procedure: Treatment of (±)-(7-bromo-2,3-dihydro-1-benzofuran-2-yl)methyl 4-methylbenzenesulfonate (0.50 g, 1.305 mmol) with 2-methylphenyl boronic acid (0.266 g, 1.96 mmol), dichlorobis(tri-o-tolylphosphine)-palladium(II) (0.051 g, 0.065 mmol), and potassium carbonate (0.45 g, 3.26 mmol) generally according to the procedure described for Intermediate 37 provided 0.358 g (70%) of (±)-[7-(2-methylphenyl)-2,3-dihydro-1-benzofuran-2-yl]methyl 4-methylbenzenesulfonate as a white solid. Rf=0.43 (silica, ethyl a... Reagents/catalysts: CC1=C([P](C2=C(C)C=CC=C2)([Pd]([P](C3=C(C)C=CC=C3)(C4=C(C)C=CC=C4)C(C=CC=C5)=C5C)(Cl)Cl)C6=C(C)C=CC=C6)C=CC=C1 (dichlorobis(tri-o-tolylphosphine)-palladium(II)). Reactants: CO, COC(=O)Cc1c(C)nc2nc(C(C)C)nn2c1-c1ccc(C)cc1, Cl, [Na+], [OH-]. The product is Cc1ccc(-c2c(CC(=O)O)c(C)nc3nc(C(C)C)nn23)cc1. Reaction SMILES: [CH3:29][OH:30].[CH:1]([CH3:2])([CH3:3])[c:4]1[n:5][n:6]2[c:7]([n:8][c:9]([CH3:24])[c:10]([CH2:19][C:20](=[O:21])[O:22][CH3:23])[c:11]2-[c:12]2[cH:13][cH:14][c:15]([CH3:18])[cH:16][cH:17]2)[n:25]1.[ClH:28].[Na+:27].[OH-:26]>>[CH:1]([CH3:2])([CH3:3])[c:4]1[n:5][n:6]2[c:7]([n:8][c:9]([CH3:24])[c:10]([CH2:19][C:20](=[O:21])[OH:22])[c:11]2-[c:12]2[cH:13][cH:14][c:15]([CH3:18])[cH:16][cH:17]2)[n:25]1. Reactants: ClCCCl, N#Cc1cc(Cl)cc(Oc2c(Cl)ccc(CN)c2F)c1, CN(C)C=O, On1nnc2ccccc21, O=C(O)c1nc[nH]n1. Product: N#Cc1cc(Cl)cc(Oc2c(Cl)ccc(CNC(=O)c3nc[nH]n3)c2F)c1. RXN SMILES: [CH2:1]([Cl:2])[CH2:3][Cl:4].[NH2:15][CH2:16][c:17]1[c:18]([F:34])[c:19]([O:24][c:25]2[cH:26][c:27]([C:28]#[N:29])[cH:30][c:31]([Cl:33])[cH:32]2)[c:20]([Cl:23])[cH:21][cH:22]1.[O:43]=[CH:44][N:45]([CH3:46])[CH3:47].[OH:5][n:6]1[c:7]2[c:8]([cH:9][cH:10][cH:11][cH:12]2)[n:13][n:14]1.[nH:35]1[n:36][c:37]([C:40](=[O:41])[OH:42])[n:38][cH:39]1>>[NH:15]([CH2:16][c:17]1[c:18]([F:34])[c:19]([O:24][c:25]2[cH:26][c:27]([C:28]#[N:29])[cH:30][c:31]([Cl:33])[cH:32]2)[c:20]([Cl:23])[cH:21][cH:22]1)[C:40]([c:37]1[n:36][nH:35][cH:39][n:38]1)=[O:41]. The reactants are C(C)(C)(C)OC(=O)N1C[C@@H](CC1)OS(=O)(=O)C ((R)-1-t-butoxycarbonyl-3-methanesulfonyloxypyrrolidine), C(C1=CC=CC=C1)(=O)[O-].[Na+] (sodium benzoate), C(C)(=O)OCC (ethyl acetate), O (water). The solvent is CS(=O)C (dimethyl sulfoxide). Conditions: temperature 100 celsius, time 1 hour. The product is C(C1=CC=CC=C1)(=O)O[C@@H]1CN(CC1)C(=O)OC(C)(C)C ((S)-3-benzoyloxy-1-t-butoxycarbonylpyrrolidine). The yield is 100.2%. As a reaction SMILES: [C:1]([O:5][C:6]([N:8]1[CH2:12][CH2:11][C@@H:10]([O:13]S(C)(=O)=O)[CH2:9]1)=[O:7])([CH3:4])([CH3:3])[CH3:2].[C:18]([O-])(=[O:25])[C:19]1[CH:24]=[CH:23][CH:22]=[CH:21][CH:20]=1.[Na+].C(OCC)(=O)C.O>CS(C)=O>[C:18]([O:13][C@H:10]1[CH2:11][CH2:12][N:8]([C:6]([O:5][C:1]([CH3:4])([CH3:3])[CH3:2])=[O:7])[CH2:9]1)(=[O:25])[C:19]1[CH:24]=[CH:23][CH:22]=[CH:21][CH:20]=1 |f:1.2|. Reported procedure: To a solution of (R)-1-t-butoxycarbonyl-3-methanesulfonyloxypyrrolidine (20 g) in dimethyl sulfoxide (200 ml) was added sodium benzoate (22 g) under nitrogen. After stirring at 100° C. for 1 hour, the solution was taken up into a mixture of ethyl acetate and water. The organic layer was separated, and washed with water and brine successively. The dried solvent was evaporated to give (S)-3-benzoyloxy-1-t-butoxycarbonylpyrrolidine (22 g).